Dataset: the Open Reaction Database (ORD), a public repository of structured organic reaction records. Task: describe an organic reaction: reactants, conditions, products, and yield Starting materials: CC#N, CCO, O=P(O)(O)O, CCS(=O)(=O)N1CC(CC#N)(n2cc(-c3ncnc4[nH]ccc34)cn2)C1. The product is O=P(O)(O)O, CCS(=O)(=O)N1CC(CC#N)(n2cc(-c3ncnc4[nH]ccc34)cn2)C1. RXN SMILES: [CH3:32][C:33]#[N:34].[CH3:35][CH2:36][OH:37].[P:27]([OH:28])([OH:29])([OH:30])=[O:31].[n:1]1[cH:2][n:3][c:4](-[c:10]2[cH:11][n:12][n:13]([C:15]3([CH2:24][C:25]#[N:26])[CH2:16][N:17]([S:19](=[O:20])(=[O:21])[CH2:22][CH3:23])[CH2:18]3)[cH:14]2)[c:5]2[c:6]1[nH:7][cH:8][cH:9]2>>[P:27](=[O:28])([OH:29])([OH:30])[OH:31].[n:1]1[cH:2][n:3][c:4](-[c:10]2[cH:11][n:12][n:13]([C:15]3([CH2:24][C:25]#[N:26])[CH2:16][N:17]([S:19](=[O:20])(=[O:21])[CH2:22][CH3:23])[CH2:18]3)[cH:14]2)[c:5]2[c:6]1[nH:7][cH:8][cH:9]2. Reactants: CCN=C=NCCCN(C)C, ClCCl, Cl, Cc1ccc(C(=O)O)cc1C(=O)Nc1ccc(N)nc1, NCC1CC1, CN(C)C=O. Yields the product Cc1ccc(C(=O)NCC2CC2)cc1C(=O)Nc1ccc(N)nc1. As a reaction SMILES: [CH3:25][N:26]([CH3:27])[CH2:28][CH2:29][CH2:30][N:31]=[C:32]=[N:33][CH2:34][CH3:35].[Cl:21][CH2:22][Cl:23].[ClH:24].[NH2:1][c:2]1[cH:3][cH:4][c:5]([NH:8][C:9](=[O:10])[c:11]2[cH:12][c:13]([C:14](=[O:15])[OH:16])[cH:17][cH:18][c:19]2[CH3:20])[cH:6][n:7]1.[NH2:36][CH2:37][CH:38]1[CH2:39][CH2:40]1.[O:41]=[CH:42][N:43]([CH3:44])[CH3:45]>>[NH2:1][c:2]1[cH:3][cH:4][c:5]([NH:8][C:9](=[O:10])[c:11]2[cH:12][c:13]([C:14](=[O:16])[NH:36][CH2:37][CH:38]3[CH2:39][CH2:40]3)[cH:17][cH:18][c:19]2[CH3:20])[cH:6][n:7]1. The reactants are ClC=1C=C(C=CC1)C=1N=C(SC1C1=CC(=NC=C1)F)CC (4-(3-chlorophenyl)-2-ethyl-5-(2-fluoro-4-pyridyl)-1,3-thiazole), C1(=CC=CC=C1)[C@H](C)N ((S)-1-phenylethylamine), C(O)([O-])=O.[Na+] (sodium hydrogen carbonate). Run at temperature 150 celsius, time 16 hour. The product is Cl.ClC=1C=C(C=CC1)C=1N=C(SC1C1=CC(=NC=C1)N[C@@H](C)C1=CC=CC=C1)CC (4-[4-(3-chlorophenyl)-2-ethyl-1,3-thiazol-5-yl]-N-[(1S)-1-phenylethyl]-2-pyridylamine hydrochloride). The yield is 107.6%. As a reaction SMILES: [Cl:1][C:2]1[CH:3]=[C:4]([C:8]2[N:9]=[C:10]([CH2:20][CH3:21])[S:11][C:12]=2[C:13]2[CH:18]=[CH:17][N:16]=[C:15](F)[CH:14]=2)[CH:5]=[CH:6][CH:7]=1.[C:22]1([C@@H:28]([NH2:30])[CH3:29])[CH:27]=[CH:26][CH:25]=[CH:24][CH:23]=1.C(=O)([O-])O.[Na+]>>[ClH:1].[Cl:1][C:2]1[CH:3]=[C:4]([C:8]2[N:9]=[C:10]([CH2:20][CH3:21])[S:11][C:12]=2[C:13]2[CH:18]=[CH:17][N:16]=[C:15]([NH:30][C@H:28]([C:22]3[CH:27]=[CH:26][CH:25]=[CH:24][CH:23]=3)[CH3:29])[CH:14]=2)[CH:5]=[CH:6][CH:7]=1 |f:2.3,4.5|. Reported procedure: A mixture of 4-(3-chlorophenyl)-2-ethyl-5-(2-fluoro-4-pyridyl)-1,3-thiazole (0.35 g, 1.1 mmol) and (S)-1-phenylethylamine (1.4 mL, 11 mmol) was stirred at 150° C. for 16 hrs. The reaction mixture was cooled to room temperature, saturated aqueous sodium hydrogen carbonate solution was added and the mixture was extracted with ethyl acetate. The extract was washed with water, dried and concentrated. The obtained oil was treated with 10% hydrogen chloride-methanol to give the title compound (0.27 g,...